From a dataset of the Open Reaction Database (ORD), a public repository of structured organic reaction records. describe an organic reaction: reactants, conditions, products, and yield Reactants: CC1=C(N)C=CC(=C1)OC (2-methyl-4-methoxyaniline), O.C1(=CC=C(C=C1)S(=O)(=O)O)C (p-toluenesulfonic acid hydrate), C(CC#N)#N (malononitrile). Run in C1(=CC=CC=C1)C (toluene), OC(C(C)=O)C (acetoin). Yields the product NC1=C(C(=C(N1C1=C(C=C(C=C1)OC)C)C)C)C#N (5-amino-4-cyano-2,3-dimethyl-1-(2-methyl-4-methoxyphenyl)pyrrole). Reaction SMILES: [CH3:1][C:2]1[CH:8]=[C:7]([O:9][CH3:10])[CH:6]=[CH:5][C:3]=1[NH2:4].O.[C:12]1(C)[CH:17]=CC(S(O)(=O)=O)=[CH:14][CH:13]=1.[C:23](#[N:27])[CH2:24][C:25]#[N:26]>C1(C)C=CC=CC=1.OC(C)C(=O)C>[NH2:26][C:25]1[N:4]([C:3]2[CH:5]=[CH:6][C:7]([O:9][CH3:10])=[CH:8][C:2]=2[CH3:1])[C:13]([CH3:14])=[C:12]([CH3:17])[C:24]=1[C:23]#[N:27] |f:1.2|. Procedure details: To a solution of 2-methyl-4-methoxyaniline (10 g) in toluene (120 ml), acetoin and p-toluenesulfonic acid hydrate (44 mg) were added. The mixture was refluxed with heating for 2 hours. After the reaction mixture was cooled to room temperature, malononitrile (4.6 ml) was added to the reaction mixture, and it was refluxed with heating for 12 hours. The cooled reaction mixture was concentrated. The residue was diluted with ether, and filtered to give the title compound (5.73 g) having the following... Reactants: OC1C(SC=C1)C(C1=CC=CC=C1)=O (3-hydroxy-2-benzoyldihydrothiophene), S(=O)(=O)(Cl)Cl (sulfuryl chloride). Product: OC1=C(SC=C1)C(C1=CC=CC=C1)=O (3-hydroxy-2-benzoylthiophene). The yield is 82.0%. RXN SMILES: [OH:1][CH:2]1[CH:6]=[CH:5][S:4][CH:3]1[C:7](=[O:14])[C:8]1[CH:13]=[CH:12][CH:11]=[CH:10][CH:9]=1.S(Cl)(Cl)(=O)=O>>[OH:1][C:2]1[CH:6]=[CH:5][S:4][C:3]=1[C:7](=[O:14])[C:8]1[CH:13]=[CH:12][CH:11]=[CH:10][CH:9]=1. Reported procedure: The compound is prepared by the method described in Example 14c) from 20.6 parts of 3-hydroxy-2-benzoyldihydrothiophene and 6.75 parts of sulfuryl chloride. 16.7 parts (82% of theory) of 3-hydroxy-2-benzoylthiophene of boiling point 127°-132° C./0.5 mbar and melting point 53°-57° C. are obtained. Starting materials: COC1=C(C=CC=C1)N1CCN(CC1)CCCCCN1C(NC=2C(C1=O)=CSC2)=O (3-[5-[4-(2-methoxyphenyl)piperazin-1-yl]pentyl]thieno[3,4-d]-pyrimidine-2,4-dione), CN(C)C=O (DMF). Yields the product COC1=C(C=CC=C1)N1CCN(CC1)CCCCCN1C(N(C=2C(C1=O)=CSC2)CCC(=O)OC)=O (methyl 3-[3-[5-[4-(2-methoxyphenyl)piperazin-1-yl]pentyl]-2,4-dioxothieno[3,4-d]pyrimidin-1-yl]propanoate). The yield is 23.0%. RXN SMILES: [CH3:1][O:2][C:3]1[CH:8]=[CH:7][CH:6]=[CH:5][C:4]=1[N:9]1[CH2:14][CH2:13][N:12]([CH2:15][CH2:16][CH2:17][CH2:18][CH2:19][N:20]2[C:25](=[O:26])[C:24]3=[CH:27][S:28][CH:29]=[C:23]3[NH:22][C:21]2=[O:30])[CH2:11][CH2:10]1.CN([CH:34]=[O:35])C>>[CH3:1][O:2][C:3]1[CH:8]=[CH:7][CH:6]=[CH:5][C:4]=1[N:9]1[CH2:10][CH2:11][N:12]([CH2:15][CH2:16][CH2:17][CH2:18][CH2:19][N:20]2[C:25](=[O:26])[C:24]3=[CH:27][S:28][CH:29]=[C:23]3[N:22]([CH2:5][CH2:4][C:3]([O:35][CH3:34])=[O:2])[C:21]2=[O:30])[CH2:13][CH2:14]1. Procedure: The title compound was produced following the procedure of Example 1 using 9.91 g (23 mmol) of 3-[5-[4-(2-methoxyphenyl)piperazin-1-yl]pentyl]thieno[3,4-d]-pyrimidine-2,4-dione in DMF for several days to produce methyl 3-[3-[5-[4-(2-methoxyphenyl)piperazin-1-yl]pentyl]-2,4-dioxothieno[3,4-d]pyrimidin-1-yl]propanoate in 23% yield (2.8 g). A portion of this material was converted to its brown hydrochloride salt using 2-propanol/HCl. The reactants are NC1=CC=C(C=C1)C1C(NC(S1)=O)=O (5-(4-aminophenyl)-thiazolidine-2,4-dione), C(C=1C(C=O)=CC=CC1)(=O)O (phthalaldehydic acid), [BH4-].[Na+] (sodium borohydride). The solvent is C(C)O (ethanol). Run at time 20 minute. Product: O=C1N(CC2=CC=CC=C12)C1=CC=C(C=C1)C1C(NC(S1)=O)=O (5-(4-(1-Oxoisoindoline-2-yl)Phenyl)Thiazolidine-2,4-Dione). Yield: 90.4%. RXN SMILES: [NH2:1][C:2]1[CH:7]=[CH:6][C:5]([CH:8]2[S:12][C:11](=[O:13])[NH:10][C:9]2=[O:14])=[CH:4][CH:3]=1.[C:15](O)(=O)[C:16]1[C:17](=[CH:20][CH:21]=[CH:22][CH:23]=1)[CH:18]=[O:19].[BH4-].[Na+]>C(O)C>[O:19]=[C:18]1[C:17]2[C:16](=[CH:23][CH:22]=[CH:21][CH:20]=2)[CH2:15][N:1]1[C:2]1[CH:3]=[CH:4][C:5]([CH:8]2[S:12][C:11](=[O:13])[NH:10][C:9]2=[O:14])=[CH:6][CH:7]=1 |f:2.3|. Reported procedure: Into 50 ml of ethanol were dissolved 4.90 g of 5-(4-aminophenyl)-thiazolidine-2,4-dione and 3.54 g of phthalaldehydic acid, and the solution was refluxed for 2 hours. After cooling by standing, 1.78 g of sodium borohydride were added and the mixture was stirred for 20 minutes at room temperature. Thereafter, solvent was distilled off under reduced pressure and 10 ml of glacial acetic acid were added to the residue, which was stirred for 10 minutes at 100 ° C. After cooling by standing, 100 ml of...